Dataset: the Open Reaction Database (ORD), a public repository of structured organic reaction records. Task: describe an organic reaction: reactants, conditions, products, and yield The reactants are S(=O)(Cl)Cl (Thionyl chloride), OCCN(CCO)C1=C(C(=O)OCC)C=CC=C1 (ethyl 2-[N,N-bis(2-hydroxyethyl)amino]benzoate), C(Cl)Cl (methylene chloride). Conditions: time 1 hour. The product is ClCCN(CCCl)C1=C(C(=O)OCC)C=CC=C1 (Ethyl 2-[N,N-bis(2-chloroethyl)amino]benzoate). Yield: 83.0%. RXN SMILES: S(Cl)([Cl:3])=O.O[CH2:6][CH2:7][N:8]([C:12]1[CH:22]=[CH:21][CH:20]=[CH:19][C:13]=1[C:14]([O:16][CH2:17][CH3:18])=[O:15])[CH2:9]CO.[CH2:23]([Cl:25])Cl>>[Cl:3][CH2:6][CH2:7][N:8]([C:12]1[CH:22]=[CH:21][CH:20]=[CH:19][C:13]=1[C:14]([O:16][CH2:17][CH3:18])=[O:15])[CH2:9][CH2:23][Cl:25]. Procedure details: Thionyl chloride (0.8 ml; 11.0 mmol) was added to a solution of 1.0 g (4.0 mmol) of ethyl 2-[N,N-bis(2-hydroxyethyl)amino]benzoate in 5 ml of methylene chloride, followed by stirring at room temperature for 1 hour. After the solvent was distilled out under reduced pressure, methylene chloride was added again in a small amount and was then distilled out under reduced pressure. This procedure was repeated twice. The resultant mixture was concentrated under reduced pressure, whereby 950 mg of a bro... Reactants: butylsulfonylamino, Cl.C(CCC)S(=O)(=O)N[C@H](C(=O)OC)CN (Methyl 2(S)-Butylsulfonylamino-3-aminopropionate hydrochloride), CS(=O)(=O)Cl (methanesulfonyl chloride). Product: Cl.CS(=O)(=O)N[C@H](C(=O)OC)CN (Methyl 2(S)-Methylsulfonylamino-3-aminopropionate hydrochloride). RXN SMILES: Cl.[CH2:2]([S:6]([NH:9][C@@H:10]([CH2:15][NH2:16])[C:11]([O:13][CH3:14])=[O:12])(=[O:8])=[O:7])CCC.CS([Cl:21])(=O)=O>>[ClH:21].[CH3:2][S:6]([NH:9][C@@H:10]([CH2:15][NH2:16])[C:11]([O:13][CH3:14])=[O:12])(=[O:8])=[O:7] |f:0.1,3.4|. Reported procedure: 23-7 was prepared as described above for the butylsulfonylamino analog (23-6) using methanesulfonyl chloride at the appropriate stage. Starting materials: BrC1=CC(=C(C=C1)C(=O)N1[C@@H](CCC1)CN1CCCC1)F ((4-bromo-2-fluoro-phenyl)-(2-(S)-pyrrolidin-1-ylmethyl-pyrrolidin-1-yl)-methanone), COC1=CC=C(C=C1)B(O)O (4-Methoxybenzene boronic acid). Yields the product FC=1C=C(C=CC1C(=O)N1[C@@H](CCC1)CN1CCCC1)C1=CC=C(C=C1)OC ((3-Fluoro-4′-methoxy-biphenyl-4-yl)-(2-(S)-pyrrolidin-1-ylmethyl-pyrrolidin-1-yl)-methanone). RXN SMILES: Br[C:2]1[CH:7]=[CH:6][C:5]([C:8]([N:10]2[CH2:14][CH2:13][CH2:12][C@H:11]2[CH2:15][N:16]2[CH2:20][CH2:19][CH2:18][CH2:17]2)=[O:9])=[C:4]([F:21])[CH:3]=1.[CH3:22][O:23][C:24]1[CH:29]=[CH:28][C:27](B(O)O)=[CH:26][CH:25]=1>>[F:21][C:4]1[CH:3]=[C:2]([C:27]2[CH:28]=[CH:29][C:24]([O:23][CH3:22])=[CH:25][CH:26]=2)[CH:7]=[CH:6][C:5]=1[C:8]([N:10]1[CH2:14][CH2:13][CH2:12][C@H:11]1[CH2:15][N:16]1[CH2:20][CH2:19][CH2:18][CH2:17]1)=[O:9]. Procedure: The title compound is prepared in a manner substantially analogous to Procedure SS starting from (4-bromo-2-fluoro-phenyl)-(2-(S)-pyrrolidin-1-ylmethyl-pyrrolidin-1-yl)-methanone and 4-Methoxybenzene boronic acid. MS (M+H) 383.2 Reactants: BrBr (bromine), resultant mixture, NC1=CC=C(C=C1)CCC1=NC=CC=C1 (2-[2-(4-aminophenyl)ethyl]pyridine), [S-]C#N.[NH4+] (ammonium thiocyanate). Run in C(C)(=O)O (acetic acid), C(C)(=O)O (acetic acid). Reaction conditions: time 1 hour. The product is N1=C(C=CC=C1)CCC1=CC2=C(N=C(S2)N)C=C1 (6-[2-(2-pyridyl)ethyl]-2-aminobenzothiazole). Isolated yield 62.7%. Reaction SMILES: [NH2:1][C:2]1[CH:7]=[CH:6][C:5]([CH2:8][CH2:9][C:10]2[CH:15]=[CH:14][CH:13]=[CH:12][N:11]=2)=[CH:4][CH:3]=1.[S-:16][C:17]#[N:18].[NH4+].BrBr>C(O)(=O)C>[N:11]1[CH:12]=[CH:13][CH:14]=[CH:15][C:10]=1[CH2:9][CH2:8][C:5]1[CH:6]=[CH:7][C:2]2[N:1]=[C:17]([NH2:18])[S:16][C:3]=2[CH:4]=1 |f:1.2|. Procedure: A mixture of 2-[2-(4-aminophenyl)ethyl]pyridine (5.94 g) and ammonium thiocyanate (4.56 g) in acetic acid (50 ml) was stirred at ambient temperature for one hour. A solution of bromine (4.8 g) in acetic acid (5 ml) was dropwise added to the above mixture at 18° to 23° C. under stirring and the resultant mixture was stirred at ambient temperature for 3 hours. The reaction mixture was evaporated in vacuo and the residue was dissolved in a mixture of ethyl acetate and water. The solution was acidif... Starting materials: COC1=CC=C(C=C1)CCNC(=O)C1(CCC1)C1=NC=CC=C1 (N-[2-(4-methoxyphenyl)ethyl]-1-(pyridin-2-yl)cyclobutanecarboxamide), P(=O)(Cl)(Cl)Cl (phosphorusoxychloride), [OH-].[Na+] (sodium hydroxide). Yields the product ClC1=CC=CC(=N1)C1(CCC1)C1=NCCC2=CC=C(C=C12)OC (1-[1-(6-chloropyridin-2-yl)cyclobutyl]-7-methoxy-3,4-dihydroisoquinoline). RXN SMILES: [CH3:1][O:2][C:3]1[CH:8]=[CH:7][C:6]([CH2:9][CH2:10][NH:11][C:12]([C:14]2([C:18]3[CH:23]=[CH:22][CH:21]=[CH:20][N:19]=3)[CH2:17][CH2:16][CH2:15]2)=O)=[CH:5][CH:4]=1.P(Cl)(Cl)([Cl:26])=O.[OH-].[Na+]>>[Cl:26][C:20]1[N:19]=[C:18]([C:14]2([C:12]3[C:7]4[C:6](=[CH:5][CH:4]=[C:3]([O:2][CH3:1])[CH:8]=4)[CH2:9][CH2:10][N:11]=3)[CH2:17][CH2:16][CH2:15]2)[CH:23]=[CH:22][CH:21]=1 |f:2.3|. Reported procedure: N-[2-(4-methoxyphenyl)ethyl]-1-(pyridin-2-yl)cyclobutanecarboxamide (679 mg, 1.969 mmol) was reacted with phosphorusoxychloride (2.7 ml, 29.5 mmol) in the microwave at 140° C. for 60 min. The reaction mixture was poured on ice water. After 10 min 10% aqueous sodium hydroxide solution was added until pH 8 was reached. The aqueous layer was extracted with dichloromethane. The combined extracts were dried (MgSO4), concentrated in vacuo and the crude product was purified by flash chromatography (sil... Starting materials: C1CCOC1, CS(=O)(=O)Oc1ccc2nc(Cl)n(C3CCCCC3)c2n1, CO, [Li+], [OH-]. Yields the product Oc1ccc2nc(Cl)n(C3CCCCC3)c2n1. Reaction SMILES: [CH2:24]1[O:25][CH2:26][CH2:27][CH2:28]1.[CH3:1][S:2](=[O:3])(=[O:4])[O:5][c:6]1[cH:7][cH:8][c:9]2[c:10]([n:11]1)[n:12]([CH:16]1[CH2:17][CH2:18][CH2:19][CH2:20][CH2:21]1)[c:13]([Cl:15])[n:14]2.[CH3:29][OH:30].[Li+:23].[OH-:22]>>[OH:5][c:6]1[cH:7][cH:8][c:9]2[c:10]([n:11]1)[n:12]([CH:16]1[CH2:17][CH2:18][CH2:19][CH2:20][CH2:21]1)[c:13]([Cl:15])[n:14]2. Starting materials: CO, C1CCOC1, O=C(C(F)(F)F)C(F)(F)C(O)C1CC2C=CC1C2. Product: COC(O)(C(F)(F)F)C(F)(F)C(O)C1CC2C=CC1C2. As a reaction SMILES: [CH3:1][OH:2].[O:21]1[CH2:22][CH2:23][CH2:24][CH2:25]1.[OH:3][CH:4]([C:5]([C:6]([C:7]([F:8])([F:9])[F:10])=[O:11])([F:12])[F:13])[CH:14]1[CH:15]2[CH:16]=[CH:17][CH:18]([CH2:19]1)[CH2:20]2>>[CH3:1][O:2][C:6]([C:5]([CH:4]([OH:3])[CH:14]1[CH:15]2[CH:16]=[CH:17][CH:18]([CH2:19]1)[CH2:20]2)([F:12])[F:13])([C:7]([F:8])([F:9])[F:10])[OH:11]. Starting materials: BrCC(=O)OCC (ethyl bromoacetate), O1C=2C(OCC1CO)=CSC2 ((2,3-Dihydro-thieno[3,4-b][1,4]dioxin-2-yl)-methanol), O1CCCC1 (tetrahydrofuran), [H-].[Na+] (Sodium hydride). Run in C(C)(=O)OCC (ethyl acetate). Run at time 30 minute. Yields the product C(C)OC(COCC1COC=2C(O1)=CSC2)=O ((2,3-dihydro-thieno[3,4-b][1,4]dioxin-2-ylmethoxy)-acetic acid ethyl ester). Reaction SMILES: [O:1]1[CH:6]([CH2:7][OH:8])[CH2:5][O:4][C:3]2=[CH:9][S:10][CH:11]=[C:2]12.O1CCCC1.[H-].[Na+].Br[CH2:20][C:21]([O:23][CH2:24][CH3:25])=[O:22]>C(OCC)(=O)C>[CH2:24]([O:23][C:21](=[O:22])[CH2:20][O:8][CH2:7][CH:6]1[O:1][C:2]2=[CH:11][S:10][CH:9]=[C:3]2[O:4][CH2:5]1)[CH3:25] |f:2.3|. Procedure: (2,3-Dihydro-thieno[3,4-b][1,4]dioxin-2-yl)-methanol (6.9 g, 40 mmol) was dissolved into tetrahydrofuran (100 mL), blanketed by nitrogen. Sodium hydride (1.9 g) was added in portions after which the reaction mixture was stirred for another 30 min. Then ethyl bromoacetate (5.3 mL) was added dropwise and stirring was continued for another hour at 25° C. The reaction mixture was then poured into ethyl acetate, washed with 1M hydrochloric acid, washed with a 1M aqueous solution of sodium hydrogen ca... Starting materials: O[C@H](C)[C@@H]1[C@@H]2N([C@H](C([C@@H]2C)=O)C(=O)OCC2=CC=C(C=C2)[N+](=O)[O-])C1=O (4-nitrobenzyl (1R,3R,5R,6S)-6-((1R)-1-hydroxyethyl)-1-methyl-2-oxo-1-carbapenam-3-carboxylate), N1=CN=CC(=C1)C(=O)C=1N=CN2C1SC(=C2)[Sn](CCCC)(CCCC)CCCC (7-(pyrimidin-5-yl)carbonyl-2-(tri-n-butylstannyl)imidazo[5,1-b]thiazole). The product is O[C@H](C)[C@@H]1[C@@H]2N(C(=C([C@@H]2C)C2=CN3C(S2)=C(N=C3)C(=O)C=3C=NC=NC3)C(=O)OCC3=CC=C(C=C3)[N+](=O)[O-])C1=O (4-Nitrobenzyl (1S,5R,6S)-6-((1R)-1-hydroxyethyl)-1-methyl-2-[7-(pyrimidin-5-yl)carbonylimidazo[5,1-b]-thiazol-2-yl]-1-carbapen-2-em-3-carboxylate). The yield is 73.9%. As a reaction SMILES: [OH:1][C@@H:2]([C@H:4]1[C:25](=[O:26])[N:6]2[C@@H:7]([C:12]([O:14][CH2:15][C:16]3[CH:21]=[CH:20][C:19]([N+:22]([O-:24])=[O:23])=[CH:18][CH:17]=3)=[O:13])[C:8](=O)[C@H:9]([CH3:10])[C@H:5]12)[CH3:3].[N:27]1[CH:32]=[C:31]([C:33]([C:35]2[N:36]=[CH:37][N:38]3[CH:42]=[C:41]([Sn](CCCC)(CCCC)CCCC)[S:40][C:39]=23)=[O:34])[CH:30]=[N:29][CH:28]=1>>[OH:1][C@@H:2]([C@H:4]1[C:25](=[O:26])[N:6]2[C:7]([C:12]([O:14][CH2:15][C:16]3[CH:21]=[CH:20][C:19]([N+:22]([O-:24])=[O:23])=[CH:18][CH:17]=3)=[O:13])=[C:8]([C:41]3[S:40][C:39]4=[C:35]([C:33]([C:31]5[CH:30]=[N:29][CH:28]=[N:27][CH:32]=5)=[O:34])[N:36]=[CH:37][N:38]4[CH:42]=3)[C@H:9]([CH3:10])[C@H:5]12)[CH3:3]. Procedure details: 4-Nitrobenzyl (1S,5R,6S)-6-((1R)-1-hydroxyethyl)-1-methyl-2-[7-(pyrimidin-5-yl)carbonylimidazo[5,1-b]-thiazol-2-yl]-1-carbapen-2-em-3-carboxylate (144 mg) was prepared in substantially the same manner as in step a) of Example 1, except that 180 mg of 4-nitrobenzyl (1R,3R,5R,6S)-6-((1R)-1-hydroxyethyl)-1-methyl-2-oxo-1-carbapenam-3-carboxylate and 176 mg of 7-(pyrimidin-5-yl)carbonyl-2-(tri-n-butylstannyl)imidazo[5,1-b]thiazole were used as the starting compounds. Reactants: C(#N)C=1C=C(C(=NC1C1=CN(C2=NC=C(C=C21)F)S(=O)(=O)C2=CC=C(C)C=C2)N[C@H](CS(=O)(=O)O)C(C)(C)C)F ((S)-2-((5-cyano-3-fluoro-6-(5-fluoro-1-tosyl-1H-pyrrolo[2,3-b]pyridin-3-yl)pyridin-2-yl)amino)-3,3-dimethylbutane-1-sulfonic acid), 101a, Cl (HCl). The solvent is CC#N (CH3CN). Reaction conditions: temperature 100 celsius. Product: C(#N)C=1C=C(C(=NC1C1=CNC2=NC=C(C=C21)F)N[C@H](CS(=O)(=O)O)C(C)(C)C)F ((S)-2-(5-cyano-3-fluoro-6-(5-fluoro-1H-pyrrolo[2,3-b]pyridin-3-yl)pyridin-2-ylamino)-3,3-dimethylbutane-1-sulfonic acid). Reaction SMILES: [C:1]([C:3]1[CH:4]=[C:5]([F:40])[C:6]([NH:29][C@@H:30]([C:36]([CH3:39])([CH3:38])[CH3:37])[CH2:31][S:32]([OH:35])(=[O:34])=[O:33])=[N:7][C:8]=1[C:9]1[C:17]2[C:12](=[N:13][CH:14]=[C:15]([F:18])[CH:16]=2)[N:11](S(C2C=CC(C)=CC=2)(=O)=O)[CH:10]=1)#[N:2].Cl>CC#N>[C:1]([C:3]1[CH:4]=[C:5]([F:40])[C:6]([NH:29][C@@H:30]([C:36]([CH3:38])([CH3:37])[CH3:39])[CH2:31][S:32]([OH:35])(=[O:33])=[O:34])=[N:7][C:8]=1[C:9]1[C:17]2[C:12](=[N:13][CH:14]=[C:15]([F:18])[CH:16]=2)[NH:11][CH:10]=1)#[N:2]. Reported procedure: To a solution of (S)-2-((5-cyano-3-fluoro-6-(5-fluoro-1-tosyl-1H-pyrrolo[2,3-b]pyridin-3-yl)pyridin-2-yl)amino)-3,3-dimethylbutane-1-sulfonic acid, 101a, (0.12 g, 0.21 mmol) in CH3CN (5 mL) was added HCl (2 mL of 4M solution in dioxane). The reaction mixture was heated at 100° C. for 18 hours in a pressure vial and then cooled to room temperature. The solvent was removed under reduced pressure and the product was purified by preparative HPLC chromatography (10-80% CH3CN/water, 0.5% TFA, 15 min) ...